Dataset: the Open Reaction Database (ORD), a public repository of structured organic reaction records. Task: describe an organic reaction: reactants, conditions, products, and yield Reactants: ClS(=O)(=O)N=C=O (chlorosulfonyl isocyanate), NC=1N=C(C2=C(N1)N(C=C2C#CCCO)CC2=NC=C(C(=C2C)OC)C)Cl (4-[2-Amino-4-chloro-7-(4-methoxy-3,5-dimethyl-pyridin-2-ylmethyl)-7H-pyrrolo[2,3-d]pyrimidin-5-yl]-but-3-yn-1-ol), C(=O)O (formic acid). Reagents/catalysts: CN(C(C)=O)C (N,N-dimethylacetamide). The solvent is C(Cl)Cl (DCM), CC(=O)N(C)C (DMA). Run at time 30 minute. Product: S(N)(OCCC#CC1=CN(C=2N=C(N=C(C21)Cl)N)CC2=NC=C(C(=C2C)OC)C)(=O)=O (4-(2-amino-4-chloro-7-((4-methoxy-3,5-dimethylpyridin-2-yl)methyl)-7H-pyrrolo[2,3-d]pyrimidin-5-yl)but-3-ynyl sulfamate). As a reaction SMILES: C(O)=O.Cl[S:5]([N:8]=C=O)(=[O:7])=[O:6].[NH2:11][C:12]1[N:13]=[C:14]([Cl:37])[C:15]2[C:20]([C:21]#[C:22][CH2:23][CH2:24][OH:25])=[CH:19][N:18]([CH2:26][C:27]3[C:32]([CH3:33])=[C:31]([O:34][CH3:35])[C:30]([CH3:36])=[CH:29][N:28]=3)[C:16]=2[N:17]=1>CN(C)C(=O)C.C(Cl)Cl>[S:5](=[O:6])(=[O:7])([O:25][CH2:24][CH2:23][C:22]#[C:21][C:20]1[C:15]2[C:14]([Cl:37])=[N:13][C:12]([NH2:11])=[N:17][C:16]=2[N:18]([CH2:26][C:27]2[C:32]([CH3:33])=[C:31]([O:34][CH3:35])[C:30]([CH3:36])=[CH:29][N:28]=2)[CH:19]=1)[NH2:8]. Reported procedure: A mixture of formic acid (0.463 g) and N,N-dimethylacetamide (1 drop) was added to a solution of chlorosulfonyl isocyanate (1.31 g) in DCM (9 mL), and heated to reflux for 3 h. The resulting solution was added to a solution of 4-[2-Amino-4-chloro-7-(4-methoxy-3,5-dimethyl-pyridin-2-ylmethyl)-7H-pyrrolo[2,3-d]pyrimidin-5-yl]-but-3-yn-1-ol (see example 2) (200 mg) in DMA (10 mL) and stirred at rt for 30 min. Work-up and reverse-phase preparative HPLC gave the title compound, as a solid. HPLC Rt=4.... Reactants: C1(=CC=CC=C1)O (phenol), CC(CCCC(=O)OC)=C (methyl 5-methyl-hex-5-enoate). Yields the product OC1=CC=C(C=C1)C(CCCC(=O)OC)(C)C (methyl 5-(4-hydroxyphenyl)-5-methyl-hexanoate). Reaction SMILES: [C:1]1([OH:7])[CH:6]=[CH:5][CH:4]=[CH:3][CH:2]=1.[CH3:8][C:9](=[CH2:17])[CH2:10][CH2:11][CH2:12][C:13]([O:15][CH3:16])=[O:14]>>[OH:7][C:1]1[CH:6]=[CH:5][C:4]([C:9]([CH3:17])([CH3:8])[CH2:10][CH2:11][CH2:12][C:13]([O:15][CH3:16])=[O:14])=[CH:3][CH:2]=1. Reported procedure: 94 Parts of phenol, 14.2 parts of methyl 5-methyl-hex-5-enoate, and 5.0 parts of Fulmont 237® were stirred at 110° C. for 20 hours. The partly cooled reaction mixture was then filtered free of catalyst and distilled. After recovering 82 parts of phenol there was obtained methyl 5-(4-hydroxyphenyl)-5-methyl-hexanoate b0.85 167°-72° C. with the following percentage composition by weight. Starting materials: BrN1C(CCC1=O)=O (N-bromosuccinimide), N (ammonia), C(C)OC=CC(=O)OCC (Ethyl 3-ethoxyacrylate), N1N=C(C2=CC=CC=C12)/C=C/C1=C(C=CC=C1)NC(=S)N ((E)-N-{2-[2-(1H-indazol-3-yl)vinyl]phenyl}thiourea). Solvent: O1CCOCC1 (dioxane), O (water). Conditions: time 1 hour. Yields the product C(C)OC(=O)C1=CN=C(S1)NC1=C(C=CC=C1)\C=C\C1=NNC2=CC=CC=C12 ((E)-2-{2-[2-(1H-indazol-3-yl)vinyl]phenylamino}thiazole-5-carboxylic acid ethylester). The yield is 8.2%. As a reaction SMILES: C(O[CH:4]=[CH:5][C:6]([O:8][CH2:9][CH3:10])=[O:7])C.BrN1C(=O)CCC1=O.[NH:19]1[C:27]2[C:22](=[CH:23][CH:24]=[CH:25][CH:26]=2)[C:21](/[CH:28]=[CH:29]/[C:30]2[CH:35]=[CH:34][CH:33]=[CH:32][C:31]=2[NH:36][C:37]([NH2:39])=[S:38])=[N:20]1.N>O1CCOCC1.O>[CH2:9]([O:8][C:6]([C:5]1[S:38][C:37]([NH:36][C:31]2[CH:32]=[CH:33][CH:34]=[CH:35][C:30]=2/[CH:29]=[CH:28]/[C:21]2[C:22]3[C:27](=[CH:26][CH:25]=[CH:24][CH:23]=3)[NH:19][N:20]=2)=[N:39][CH:4]=1)=[O:7])[CH3:10]. Reported procedure: Ethyl 3-ethoxyacrylate (0.22 mL, 1.5 mmol) was dissolved in dioxane (4.0 mL) and water (4.0 mL) and after cooling to −10° C., the solution was added with N-bromosuccinimide (0.29 g, 1.6 mmol), followed by stirring at room temperature for 1 hour. The mixture was added with Compound 161 (0.40 g, 1.4 mmol), followed by stirring at 80° C. for 1 hour. The reaction mixture was added with aqueous ammonia to stop the reaction. The precipitated crude product was collected by filtration, purified by silic... The reactants are O=C(O)c1ccc(C(F)(F)F)cn1, Cc1ccc([N+](=O)[O-])cc1N. The reagents and catalysts are C1CCC(CC1)N=C=NC2CCCCC2 (DCC), C1=CC2=C(C=C1Cl)N(N=N2)O (6-Cl-HOBT). Run in CN(C)C=O (DMF), CN(C)C=O (DMF), CN(C)C=O (DMF), CN(C)C=O (DMF), CN(C)C=O (DMF), CN(C)C=O (DMF). Conditions: temperature 25 celsius, time 2 hour. The product is Cc1ccc([N+](=O)[O-])cc1NC(=O)c1ccc(C(F)(F)F)cn1. The yield is 64.6%. Reaction SMILES: Cc1ccc([N+](=O)[O-])cc1N.O=C(O)c1ccc(C(F)(F)F)cn1.C1CCC(CC1)N=C=NC2CCCCC2.C1=CC2=C(C=C1Cl)N(N=N2)O.CN(C)C=O>>Cc1ccc([N+](=O)[O-])cc1NC(=O)c1ccc(C(F)(F)F)cn1.